This data is from the Open Reaction Database (ORD), a public repository of structured organic reaction records. The task is: describe an organic reaction: reactants, conditions, products, and yield Reactants: CC#CC(CC(=O)OC)c1ccc(OCC2=CC3(CCCC3)CCC2)cc1, CCOC(C)=O, Cl, [Na+], [Na+], [Na+], O=S(=O)([O-])[O-], C1CCOC1, [OH-]. Product: CC#CC(CC(=O)O)c1ccc(OCC2=CC3(CCCC3)CCC2)cc1. RXN SMILES: [CH3:1][O:2][C:3]([CH2:4][CH:5]([C:6]#[C:7][CH3:8])[c:9]1[cH:10][cH:11][c:12]([O:15][CH2:16][C:17]2=[CH:18][C:19]3([CH2:20][CH2:21][CH2:22][CH2:23]3)[CH2:24][CH2:25][CH2:26]2)[cH:13][cH:14]1)=[O:27].[CH3:38][CH2:39][O:40][C:41](=[O:42])[CH3:43].[ClH:30].[Na+:29].[Na+:31].[Na+:32].[O-:33][S:34](=[O:35])(=[O:36])[O-:37].[O:44]1[CH2:45][CH2:46][CH2:47][CH2:48]1.[OH-:28]>>[O:2]=[C:3]([CH2:4][CH:5]([C:6]#[C:7][CH3:8])[c:9]1[cH:10][cH:11][c:12]([O:15][CH2:16][C:17]2=[CH:18][C:19]3([CH2:20][CH2:21][CH2:22][CH2:23]3)[CH2:24][CH2:25][CH2:26]2)[cH:13][cH:14]1)[OH:27]. The reactants are ClCCN(C)C (2-chloro-N,N-dimethyl-ethylamine), O (water), CS(=O)(=O)NC=1C=C(C=CC1)[N+](=O)[O-] (3-methylsulphonylamino-nitrobenzene), CC(C)([O-])C.[K+] (potassium tert. butoxide). The solvent is CS(=O)C (DMSO), CS(=O)C (DMSO). Reaction conditions: time 2 hour. Product: CN(CCN(S(=O)(=O)C)C=1C=C(C=CC1)[N+](=O)[O-])C (3-[N-(2-dimethylamino-ethyl)-N-methylsulphonyl-amino]-nitrobenzene). Reaction SMILES: [CH3:1][S:2]([NH:5][C:6]1[CH:7]=[C:8]([N+:12]([O-:14])=[O:13])[CH:9]=[CH:10][CH:11]=1)(=[O:4])=[O:3].CC(C)([O-])C.[K+].Cl[CH2:22][CH2:23][N:24]([CH3:26])[CH3:25].O>CS(C)=O>[CH3:25][N:24]([CH3:26])[CH2:23][CH2:22][N:5]([C:6]1[CH:7]=[C:8]([N+:12]([O-:14])=[O:13])[CH:9]=[CH:10][CH:11]=1)[S:2]([CH3:1])(=[O:3])=[O:4] |f:1.2|. Procedure: 5 g (23.1 mmol) of 3-methylsulphonylamino-nitrobenzene are dissolved in 50 ml of DMSO and combined with 6.5 g (58 mmol) of potassium tert. butoxide while cooling with ice. The solution thus obtained is added dropwise to a solution of 5 g (34.7 mmol) of 2-chloro-N,N-dimethyl-ethylamine in 30 ml of DMSO. The mixture is stirred for 2 hours at ambient temperature and then heated for 6 hours to 100° C. After cooling to ambient temperature 400 ml of water are added. The mixture is extracted with ethyl... The reactants are CO, COc1ccc2cc(Nc3cc(C)[nH]n3)nc(Cl)c2c1. Yields the product COc1ccc2cc(Nc3cc(C)[nH]n3)nc(OC)c2c1. RXN SMILES: [CH3:21][OH:22].[Cl:1][c:2]1[n:3][c:4]([NH:14][c:15]2[n:16][nH:17][c:18]([CH3:20])[cH:19]2)[cH:5][c:6]2[cH:7][cH:8][c:9]([O:12][CH3:13])[cH:10][c:11]12>>[c:2]1([O:22][CH3:21])[n:3][c:4]([NH:14][c:15]2[n:16][nH:17][c:18]([CH3:20])[cH:19]2)[cH:5][c:6]2[cH:7][cH:8][c:9]([O:12][CH3:13])[cH:10][c:11]12.